The task is: describe an organic reaction: reactants, conditions, products, and yield. This data is from the Open Reaction Database (ORD), a public repository of structured organic reaction records. Reactants: NC=1SC2=C(C1C(=O)NC1=CC=C(C=C1)CCC1=CC=C(C(=O)OC)C=C1)CCCC2 (methyl 4-[2-(4-{[(2-amino-4,5,6,7-tetrahydro-1-benzothiophen-3-yl)carbonyl]amino}phenyl)ethyl]benzoate), N1=CC=CC=C1 (pyridine), ClCC=1C=C(C(=O)Cl)C=CC1 (3-(chloromethyl)benzoyl chloride). The solvent is C(Cl)Cl (methylene chloride). Reaction conditions: time 1 hour. Yields the product ClCC=1C=C(C(=O)NC=2SC3=C(C2C(=O)NC2=CC=C(C=C2)CCC2=CC=C(C(=O)OC)C=C2)CCCC3)C=CC1 (methyl 4-[2-(4-{[(2-{[3-(chloromethyl)benzoyl]amino}-4,5,6,7-tetrahydro-1-benzothiophen-3-yl)carbonyl]amino}phenyl)ethyl]benzoate). Yield: 99.4%. Reaction SMILES: [NH2:1][C:2]1[S:3][C:4]2[CH2:31][CH2:30][CH2:29][CH2:28][C:5]=2[C:6]=1[C:7]([NH:9][C:10]1[CH:15]=[CH:14][C:13]([CH2:16][CH2:17][C:18]2[CH:27]=[CH:26][C:21]([C:22]([O:24][CH3:25])=[O:23])=[CH:20][CH:19]=2)=[CH:12][CH:11]=1)=[O:8].N1C=CC=CC=1.[Cl:38][CH2:39][C:40]1[CH:41]=[C:42]([CH:46]=[CH:47][CH:48]=1)[C:43](Cl)=[O:44]>C(Cl)Cl>[Cl:38][CH2:39][C:40]1[CH:41]=[C:42]([CH:46]=[CH:47][CH:48]=1)[C:43]([NH:1][C:2]1[S:3][C:4]2[CH2:31][CH2:30][CH2:29][CH2:28][C:5]=2[C:6]=1[C:7]([NH:9][C:10]1[CH:11]=[CH:12][C:13]([CH2:16][CH2:17][C:18]2[CH:19]=[CH:20][C:21]([C:22]([O:24][CH3:25])=[O:23])=[CH:26][CH:27]=2)=[CH:14][CH:15]=1)=[O:8])=[O:44]. Reported procedure: To a mixture of 6.9 g of methyl 4-[2-(4-{[(2-amino-4,5,6,7-tetrahydro-1-benzothiophen-3-yl)carbonyl]amino}phenyl)ethyl]benzoate, 1.5 mL of pyridine and 69 mL of methylene chloride was added dropwise 3.27 g of 3-(chloromethyl)benzoyl chloride, followed by stirring for 1 hour at room temperature. The reaction mixture was concentrated under reduced pressure, ethanol was added thereto, and the precipitated solid was collected by filtration, thereby obtaining 9.27 g of methyl 4-[2-(4-{[(2-{[3-(chloro...